Task: describe an organic reaction: reactants, conditions, products, and yield. Dataset: the Open Reaction Database (ORD), a public repository of structured organic reaction records Starting materials: C(=O)C1=CC=C2C=CNC2=C1 (6-formyl indole), [H-].[Na+] (sodium hydride), ClC1=CC=C2C=CC(=NC2=C1)/C=C/C=1C=C(CCl)C=CC1 (3-[2(E)-(7-chloroquinolin-2-yl)ethenyl]benzyl chloride). Run in CN(C)C=O (DMF). The product is ClC1=CC=C2C=CC(=NC2=C1)/C=C/C=1C=C(CN2C=CC3=CC=C(C=C23)C=O)C=CC1 (1-{3-[2(E)-(7-Chloroquinolin-2-yl)ethenyl]benzyl}-6-formyl-indole). RXN SMILES: [CH:1]([C:3]1[CH:11]=[C:10]2[C:6]([CH:7]=[CH:8][NH:9]2)=[CH:5][CH:4]=1)=[O:2].[H-].[Na+].[Cl:14][C:15]1[CH:24]=[C:23]2[C:18]([CH:19]=[CH:20][C:21](/[CH:25]=[CH:26]/[C:27]3[CH:28]=[C:29]([CH:32]=[CH:33][CH:34]=3)[CH2:30]Cl)=[N:22]2)=[CH:17][CH:16]=1>CN(C=O)C>[Cl:14][C:15]1[CH:24]=[C:23]2[C:18]([CH:19]=[CH:20][C:21](/[CH:25]=[CH:26]/[C:27]3[CH:28]=[C:29]([CH:32]=[CH:33][CH:34]=3)[CH2:30][N:9]3[C:10]4[C:6](=[CH:5][CH:4]=[C:3]([CH:1]=[O:2])[CH:11]=4)[CH:7]=[CH:8]3)=[N:22]2)=[CH:17][CH:16]=1 |f:1.2|. Procedure details: To a solution of 6-formyl indole (Example 29a) (0.63 g, 4.3 mmol) in dry DMF (20 ml) was added sodium hydride (60% dispersion in oil) (0.22 g, 5.5 mmol) portionwise over 5 minutes with stirring. The reaction mixture was stirred for a further 20 minutes, then solid 3-[2(E)-(7-chloroquinolin-2-yl)ethenyl]benzyl chloride (Example 14b) (1.7 g, 5.4 mmol) was added portionwise over 5 minutes, and the reaction mixture left to stir for 18 hours. The reaction was quenched with water, extracted into ethyl... Starting materials: C(C)(=O)O[BH-](OC(C)=O)OC(C)=O.[Na+] (sodium triacetoxyborohydride), C1(=CC=CC=C1)C(CC=O)(C)C(=O)C1CCCCC1 (3-Phenyl-3-cyclohexanecarbonyl-butan-1-al), C(C)(=O)O (Acetic acid), Cl.COC1=C(C=CC=C1)N1CCNCC1 (1-(2-methoxyphenyl)piperazine hydrochloride). The solvent is C(Cl)Cl (methylene chloride). Conditions: time 3 hour. Yields the product COC1=C(C=CC=C1)N1CCN(CC1)CCC(C)(C1=CC=CC=C1)C(=O)C1CCCCC1 (1-(2-methoxyphenyl)-4-[3-(cyclohexanecarbonyl)-3-(phenyl)butyl]piperazine). RXN SMILES: [C:1]1([C:7]([C:12]([CH:14]2[CH2:19][CH2:18][CH2:17][CH2:16][CH2:15]2)=[O:13])([CH3:11])[CH2:8][CH:9]=O)[CH:6]=[CH:5][CH:4]=[CH:3][CH:2]=1.Cl.[CH3:21][O:22][C:23]1[CH:28]=[CH:27][CH:26]=[CH:25][C:24]=1[N:29]1[CH2:34][CH2:33][NH:32][CH2:31][CH2:30]1.C(O)(=O)C.C(O[BH-](OC(=O)C)OC(=O)C)(=O)C.[Na+]>C(Cl)Cl>[CH3:21][O:22][C:23]1[CH:28]=[CH:27][CH:26]=[CH:25][C:24]=1[N:29]1[CH2:34][CH2:33][N:32]([CH2:9][CH2:8][C:7]([C:12]([CH:14]2[CH2:19][CH2:18][CH2:17][CH2:16][CH2:15]2)=[O:13])([C:1]2[CH:6]=[CH:5][CH:4]=[CH:3][CH:2]=2)[CH3:11])[CH2:31][CH2:30]1 |f:1.2,4.5|. Procedure: 3-Phenyl-3-cyclohexanecarbonyl-butan-1-al (57.8 g, 224 mmol) was dissolved in methylene chloride (1650 mL) followed by addition of 1-(2-methoxyphenyl)piperazine hydrochloride (56.3 g, 246 mmol). Acetic acid (41 mL) may optionally be added to turn the slurry into a solution. To the stirred solution, sodium triacetoxyborohydride (60.3 g, 284 mmol)was slowly added. A slight exotherm resulted and a slurry was produced. The reaction mixture was stirred for an additional 3 hours at room temperature. T... Starting materials: CCOC(C)=O, ClCCl, O=S(=O)(OS(=O)(=O)C(F)(F)F)C(F)(F)F, CCC(CC)(c1ccc(O)c(C)c1)c1ccc(O)c(C)c1, c1ccncc1. Yields the product CCC(CC)(c1ccc(O)c(C)c1)c1ccc(OS(=O)(=O)C(F)(F)F)c(C)c1. RXN SMILES: [CH3:43][CH2:44][O:45][C:46](=[O:47])[CH3:48].[Cl:49][CH2:50][Cl:51].[F:7][C:8]([F:9])([F:10])[S:11](=[O:12])(=[O:13])[O:14][S:15]([C:16]([F:17])([F:18])[F:19])(=[O:20])=[O:21].[OH:22][c:23]1[c:24]([CH3:42])[cH:25][c:26]([C:29]([CH2:30][CH3:31])([CH2:32][CH3:33])[c:34]2[cH:35][c:36]([CH3:41])[c:37]([OH:40])[cH:38][cH:39]2)[cH:27][cH:28]1.[cH:1]1[cH:2][cH:3][n:4][cH:5][cH:6]1>>[F:7][C:8]([F:9])([F:10])[S:11](=[O:12])(=[O:13])[O:14][c:37]1[c:36]([CH3:41])[cH:35][c:34]([C:29]([c:26]2[cH:25][c:24]([CH3:42])[c:23]([OH:22])[cH:28][cH:27]2)([CH2:30][CH3:31])[CH2:32][CH3:33])[cH:39][cH:38]1. Reactants: Cl (HCl), C(C1=CC=CC=C1)Cl (benzyl chloride), C(CC(=O)C)(=O)OCC (Ethyl acetoacetate), C(CCC)[Li] (n-butyllithium), CCCCCC (hexane), [H-].[Na+] (sodium hydride). The solvent is O (water), CCOCC (ether), CCOCC (ether), O1CCCC1 (tetrahydrofuran), O1CCCC1 (tetrahydrofuran). Conditions: temperature 0 celsius, time 15 minute. Yields the product O=C(CC(=O)OCC)CCC1=CC=CC=C1 (Ethyl 3-oxo-5-phenylpentanoate). Yield: 36.9%. RXN SMILES: [C:1]([O:7][CH2:8][CH3:9])(=[O:6])[CH2:2][C:3]([CH3:5])=[O:4].[H-].[Na+].C([Li])CCC.CCCCCC.[CH2:23](Cl)[C:24]1[CH:29]=[CH:28][CH:27]=[CH:26][CH:25]=1.Cl>O1CCCC1.CCOCC.O>[O:4]=[C:3]([CH2:5][CH2:23][C:24]1[CH:29]=[CH:28][CH:27]=[CH:26][CH:25]=1)[CH2:2][C:1]([O:7][CH2:8][CH3:9])=[O:6] |f:1.2|. Reported procedure: Ethyl acetoacetate (100 ml, 0.79 mole) in dry tetrahydrofuran (400 ml) was added dropwise with stirring under nitrogen to 50% sodium hydride (41.8 g, 0.87 mole) in dry tetrahydrofuran (80 ml) at 0° C. The resulting solution was stirred for 15 minutes at 0° C. before adding dropwise a solution of n-butyllithium in hexane (460 ml, 1.95 M; 0.90 mole). The resulting orange solution was stirred for a further 15 minutes at 0° C. before adding benzyl chloride (135 ml, 1.18 mole) in dry ether (200 ml) a...